From a dataset of the Open Reaction Database (ORD), a public repository of structured organic reaction records. describe an organic reaction: reactants, conditions, products, and yield The reactants are OC1=CC=C(C=C1)C1=CC=C(C=C1)C(=O)O (4-hydroxybiphenyl-4'-carboxylic acid), C(CCC)[Si](CCCO)(C)C (butyldimethyl-3-hydroxypropylsilane), C1(=CC=C(C=C1)S(=O)(=O)O)C (p-toluenesulfonic acid), C=1(C(=CC=CC1)C)C (xylene), C=1(C(=CC=CC1)C)C (xylene), resultant residue, C(C)(=O)OCC (ethyl acetate). Product: C(CCC)C=1C(=C(C(=C(C1C(=O)O)C)C)C1=CC=C(C=C1)O)CCC[SiH3] (3-butyldimethyl-silylpropyl 4'-hydroxybiphenyl-4-carboxylic acid). Isolated yield 47.6%. As a reaction SMILES: OC1C=[CH:6][C:5]([C:8]2[CH:13]=[CH:12][C:11]([C:14]([OH:16])=[O:15])=[CH:10][CH:9]=2)=CC=1.[CH2:17]([Si:21](C)(C)CCCO)[CH2:18][CH2:19][CH3:20].[C:28]1([CH3:38])[CH:33]=[CH:32][C:31](S(O)(=O)=O)=[CH:30][CH:29]=1.[C:39]1([CH3:46])C(C)=CC=CC=1.C(OCC)(=[O:49])C>>[CH2:13]([C:12]1[C:20]([CH2:19][CH2:18][CH2:17][SiH3:21])=[C:38]([C:28]2[CH:33]=[CH:32][C:31]([OH:49])=[CH:30][CH:29]=2)[C:39]([CH3:46])=[C:10]([CH3:9])[C:11]=1[C:14]([OH:16])=[O:15])[CH2:8][CH2:5][CH3:6]. Procedure: 2.27 g (10.6 mM) of 4-hydroxybiphenyl-4'-carboxylic acid, 3.71 g (21.3 mM) of butyldimethyl-3-hydroxypropylsilane, 0.25 g (1.31 mM) of p-toluenesulfonic acid and 30 ml of xylene were mixed and heat-refluxed for 8 hours under stirring. After the reaction, the reaction mixture was cooled, followed by distilling-off of xylene under reduced pressure. The resultant residue was dissolved in ethyl acetate and washed with water, followed by drying with anhydrous magnesium sulfate. The magnesium sulfate ...